Task: describe an organic reaction: reactants, conditions, products, and yield. Dataset: the Open Reaction Database (ORD), a public repository of structured organic reaction records The reactants are C(C)(=O)N[C@H](C(=O)OC)COCC#C ((S)-methyl 2-acetamido-3-(prop-2-ynyloxy)propanoate), [Li+].[OH-] (LiOH). Product: C(C)(=O)N[C@H](C(=O)O)COCC#C ((S)-2-Acetamido-3-(prop-2-ynyloxy)propanoic Acid). Yield: 92.3%. As a reaction SMILES: [C:1]([NH:4][C@@H:5]([CH2:10][O:11][CH2:12][C:13]#[CH:14])[C:6]([O:8]C)=[O:7])(=[O:3])[CH3:2].[Li+].[OH-]>>[C:1]([NH:4][C@@H:5]([CH2:10][O:11][CH2:12][C:13]#[CH:14])[C:6]([OH:8])=[O:7])(=[O:3])[CH3:2] |f:1.2|. Procedure details: Using (S)-methyl 2-acetamido-3-(prop-2-ynyloxy)propanoate (1.00 g, 5.03 mmol) and LiOH (aqueous 0.6 M sol., 8.4 mL, 5.03 mmol), and the preceding procedure gave 0.86 g (93%) of desired product as a yellow oil: Rf=0.35 (15/5/1 EtOAc/hexanes/AcOH); IR (nujol mull) 3270, 2924, 2120, 1729, 1641, 1547, 1459 cm−1; 1H NMR (DMSO-d6) δ 1.87 (s, CH3C(O)), 3.48 (t, J=2.4 Hz, CH2CCH), 3.62 (dd, J=4.1, 9.6 Hz, CHH′OCH2), 3.74 (dd, J=2.4, 9.6 Hz, CHH′OCH2), 4.16 (d, J=2.4 Hz, OCH2C), 4.41-4.47 (m, CH), 8.21-8... Reactants: CC1C(CCC1)N1N=C(C(=C1N)C#N)C (1-(2-methylcyclopentyl)-3-methyl-5-amino-1H-pyrazole-4-carbonitrile), C(C)O (Ethanol), [OH-].[K+] (Potassium hydroxide), OO (hydrogen peroxide). The solvent is CO (methanol), O (water), O (water). Yields the product CC1C(CCC1)N1N=C(C(=C1N)C(=O)N)C (1-(2-methylcyclopentyl)-3-methyl-5-amino- 1H-pyrazole-4-carboxamide). Yield: 84.0%. Reaction SMILES: [OH-].[K+].[CH3:3][CH:4]1[CH2:8][CH2:7][CH2:6][CH:5]1[N:9]1[C:13]([NH2:14])=[C:12]([C:15]#[N:16])[C:11]([CH3:17])=[N:10]1.OO.C([OH:22])C>O.CO>[CH3:3][CH:4]1[CH2:8][CH2:7][CH2:6][CH:5]1[N:9]1[C:13]([NH2:14])=[C:12]([C:15]([NH2:16])=[O:22])[C:11]([CH3:17])=[N:10]1 |f:0.1|. Procedure: 85% Potassium hydroxide (5.8 g, 88.5 mmol) was dissolved in water (50 ml) and the solution was cooled in an ice bath for 1 hour. The 1-(2-methylcyclopentyl)-3-methyl-5-amino-1H-pyrazole-4-carbonitrile (2.6 g, 12.7 mmol) in methanol (5.0 ml)/water (25 ml) was then added, followed by 30% hydrogen peroxide (6.5 ml, 63.2 mmol). The reaction mixture was stirred with ice-bath cooling for 4 hours, then was warmed slowly to room temperature. Ethanol was added to the reaction mixture to completely dissol... The reactants are FC(S(=O)(=O)OC[Si](C)(C)C)(F)F ((trimethylsilyl)methyl trifluoromethanesulfonate), CSC=1SC=CN1 (2-methylthio-1,3-thiazole), C(C)OC(C#C)=O (propynoic acid ethyl ester), [F-].[Cs+] (CsF), C(C)OC(C#C)=O (propynoic acid ethyl ester). Run in CC#N (MeCN), CC#N (MeCN). Run at time 30 minute. Yields the product C(C)OC(=O)C=1C=CN2C1SC=C2 (pyrrolo[2,1-b]thiazole-7-carboxylic Acid Ethyl Ester). As a reaction SMILES: F[C:2](F)(F)S(OC[Si](C)(C)C)(=O)=O.CS[C:16]1[S:17][CH:18]=[CH:19][N:20]=1.[CH2:21]([O:23][C:24](=[O:27])[C:25]#[CH:26])[CH3:22].[F-].[Cs+]>CC#N>[CH2:21]([O:23][C:24]([C:25]1[CH:26]=[CH:2][N:20]2[CH:19]=[CH:18][S:17][C:16]=12)=[O:27])[CH3:22] |f:3.4|. Procedure: Under nitrogen atmosphere (trimethylsilyl)methyl trifluoromethanesulfonate (16.3 mmol) is added dropwise to a mixture of 2-methylthio-1,3-thiazole (15.5 mmol) in MeCN (75 mL). The mixture is treated with propynoic acid ethyl ester (23.2 mmol), kept with occasional shaking for 30 min at RT and added dropwise to a vigorously stirred solution of CsF (21.7 mmol) and propynoic acid ethyl ester (23.2 mmol) in MeCN (75 mL). After stirring for 1 h the mixture is concentrated in vacuo, diluted with DCM (... Yields the product I, CC(=O)CCCn1c(N2CCCNCC2)nc2ccccc21. Starting materials: CC(=O)CCCn1c(N2CCCN(C(=O)OC(C)(C)C)CC2)nc2ccccc21, CCOCC, CO, ClCCl, I, O. As a reaction SMILES: [C:1]([O:2][C:3](=[O:4])[N:8]1[CH2:9][CH2:10][N:11]([c:15]2[n:16][c:17]3[c:18]([n:19]2[CH2:20][CH2:21][CH2:22][C:23]([CH3:24])=[O:25])[cH:26][cH:27][cH:28][cH:29]3)[CH2:12][CH2:13][CH2:14]1)([CH3:5])([CH3:6])[CH3:7].[CH3:35][CH2:36][O:37][CH2:38][CH3:39].[CH3:40][OH:41].[Cl:30][CH2:31][Cl:32].[IH:33].[OH2:34]>>[IH:33].[NH:8]1[CH2:9][CH2:10][N:11]([c:15]2[n:16][c:17]3[c:18]([n:19]2[CH2:20][CH2:21][CH2:22][C:23]([CH3:24])=[O:25])[cH:26][cH:27][cH:28][cH:29]3)[CH2:12][CH2:13][CH2:14]1. The reactants are Cc1ccccc1, OC1CN(C(c2ccccc2)c2ccccc2)C1, OC(c1ccc(Cl)cc1)c1ccccc1Cl, Cc1ccc(S(=O)(=O)O)cc1. The product is Clc1ccc(C(OC2CN(C(c3ccccc3)c3ccccc3)C2)c2ccccc2Cl)cc1. RXN SMILES: [CH3:46][c:47]1[cH:48][cH:49][cH:50][cH:51][cH:52]1.[CH:28]([c:29]1[cH:30][cH:31][cH:32][cH:33][cH:34]1)([c:35]1[cH:36][cH:37][cH:38][cH:39][cH:40]1)[N:41]1[CH2:42][CH:43]([OH:45])[CH2:44]1.[Cl:1][c:2]1[c:3]([CH:4]([c:5]2[cH:6][cH:7][c:8]([Cl:11])[cH:9][cH:10]2)[OH:12])[cH:13][cH:14][cH:15][cH:16]1.[c:17]1([CH3:18])[cH:19][cH:20][c:21]([S:22]([OH:23])(=[O:24])=[O:25])[cH:26][cH:27]1>>[Cl:1][c:2]1[c:3]([CH:4]([c:5]2[cH:6][cH:7][c:8]([Cl:11])[cH:9][cH:10]2)[O:12][CH:43]2[CH2:42][N:41]([CH:28]([c:29]3[cH:30][cH:31][cH:32][cH:33][cH:34]3)[c:35]3[cH:36][cH:37][cH:38][cH:39][cH:40]3)[CH2:44]2)[cH:13][cH:14][cH:15][cH:16]1. Reactants: ClCC=1N=C(SC1)C(C)C (4-(Chloromethyl)-2-isopropyl-thiazole), CCN(C(C)C)C(C)C (DIPEA), C(=O)(OC(C)(C)C)N1CCNCC1 (N-Boc-piperazine). The solvent is C(Cl)Cl (DCM), CCOC(=O)C (EtOAc). Run at temperature 35 celsius, time 5 hour. The product is C(C)(C)C=1SC=C(N1)CN1CCN(CC1)C(=O)OC(C)(C)C (tert-Butyl 4-((2-isopropylthiazol-4-yl)methyl)piperazine-1-carboxylate). Yield: 64.7%. As a reaction SMILES: Cl[CH2:2][C:3]1[N:4]=[C:5]([CH:8]([CH3:10])[CH3:9])[S:6][CH:7]=1.CCN(C(C)C)C(C)C.[C:20]([N:27]1[CH2:32][CH2:31][NH:30][CH2:29][CH2:28]1)([O:22][C:23]([CH3:26])([CH3:25])[CH3:24])=[O:21]>C(Cl)Cl.CCOC(C)=O>[CH:8]([C:5]1[S:6][CH:7]=[C:3]([CH2:2][N:30]2[CH2:29][CH2:28][N:27]([C:20]([O:22][C:23]([CH3:26])([CH3:25])[CH3:24])=[O:21])[CH2:32][CH2:31]2)[N:4]=1)([CH3:10])[CH3:9]. Procedure details: 4-(Chloromethyl)-2-isopropyl-thiazole (0.500 g, 2.85 mmol, 1 eq) was suspended in DCM (4.5 mL). DIPEA (1.24 mL, 7.1 mmol, 2.5 eq) was added dropwise, followed by N-Boc-piperazine (1.170 g, 6.3 mmol, 2.2. eq). The reaction mixture was stirred at 35° C. for 5 h, then diluted with EtOAc, and washed with H2O and brine. The organic layer was separated, dried (MgSO4) and the solvent removed in vacuo. The crude product was purified by column chromatography on a Biotage SP1 system (DCM/EtOAc; v/v 1:1) t... The reactants are CCOC(=O)c1cnn(-c2ccc(OCCC(C)C)c(C#N)c2)c1, CC(=O)O, CCO, [Na+], [OH-], O. Product: CC(C)CCOc1ccc(-n2cc(C(=O)O)cn2)cc1C#N. Reaction SMILES: [C:1](#[N:2])[c:3]1[cH:4][c:5](-[n:15]2[n:16][cH:17][c:18]([C:20](=[O:21])[O:22][CH2:23][CH3:24])[cH:19]2)[cH:6][cH:7][c:8]1[O:9][CH2:10][CH2:11][CH:12]([CH3:13])[CH3:14].[CH3:28][C:29](=[O:30])[OH:31].[CH3:32][CH2:33][OH:34].[Na+:26].[OH-:25].[OH2:27]>>[C:1](#[N:2])[c:3]1[cH:4][c:5](-[n:15]2[n:16][cH:17][c:18]([C:20](=[O:21])[OH:22])[cH:19]2)[cH:6][cH:7][c:8]1[O:9][CH2:10][CH2:11][CH:12]([CH3:13])[CH3:14].